describe an organic reaction: reactants, conditions, products, and yield From a dataset of the Open Reaction Database (ORD), a public repository of structured organic reaction records. Run in O1CCOCC1 (1,4-dioxane), O (H2O). Product: O1C=NC=C1C=1C=C(C=NC1)C1=NC2=CC=CC(=C2C(=N1)NCC1=NC=CC=C1)C1=CC=CC=C1 (2-(5-(oxazol-5-yl)pyridin-3-yl)-5-phenyl-N-(pyridin-2-ylmethyl)quinazolin-4-amine). Isolated yield 10.0%. Reaction conditions: temperature 100 celsius, time 16 hour. Starting materials: ClC1=NC2=CC=CC(=C2C(=N1)NCC1=NC=CC=C1)C1=CC=CC=C1 (2-chloro-5-phenyl-N-(pyridin-2-ylmethyl)quinazolin-4-amine), C([O-])([O-])=O.[K+].[K+] (potassium carbonate), CC1(OB(OC1(C)C)C=1C=C(C=NC1)C1=CN=CO1)C (5-(5-(4,4,5,5-tetramethyl-1,3,2-dioxaborolan-2-yl)pyridin-3-yl)oxazole). Procedure details: To a solution of 2-chloro-5-phenyl-N-(pyridin-2-ylmethyl)quinazolin-4-amine (0.115 g, 0.330 mmol) in 1,4-dioxane (6 mL) and H2O (1.5 mL) under nitrogen was added, 5-(5-(4,4,5,5-tetramethyl-1,3,2-dioxaborolan-2-yl)pyridin-3-yl)oxazole (0.10 g, 0.36 mmol) and potassium carbonate (0.136 g, 0.990 mmol). The reaction mixture was degassed with nitrogen for 15 min. (1,1′-Bis(diphenylphosphino)-ferrocene)palladium (II) chloride dichloromethane complex (0.026 g, 0.033 mmol) was added and the reaction mix... Reaction SMILES: Cl[C:2]1[N:11]=[C:10]([NH:12][CH2:13][C:14]2[CH:19]=[CH:18][CH:17]=[CH:16][N:15]=2)[C:9]2[C:4](=[CH:5][CH:6]=[CH:7][C:8]=2[C:20]2[CH:25]=[CH:24][CH:23]=[CH:22][CH:21]=2)[N:3]=1.CC1(C)C(C)(C)OB([C:34]2[CH:35]=[C:36]([C:40]3[O:44][CH:43]=[N:42][CH:41]=3)[CH:37]=[N:38][CH:39]=2)O1.C(=O)([O-])[O-].[K+].[K+]>O1CCOCC1.O>[O:44]1[C:40]([C:36]2[CH:35]=[C:34]([C:2]3[N:11]=[C:10]([NH:12][CH2:13][C:14]4[CH:19]=[CH:18][CH:17]=[CH:16][N:15]=4)[C:9]4[C:4](=[CH:5][CH:6]=[CH:7][C:8]=4[C:20]4[CH:25]=[CH:24][CH:23]=[CH:22][CH:21]=4)[N:3]=3)[CH:39]=[N:38][CH:37]=2)=[CH:41][N:42]=[CH:43]1 |f:2.3.4|. Reactants: C1C(C)O1 (propylene oxide), [Li+].CC(C)[N-]C(C)C (LDA), ClC=1C=C(C=CC1)Br (3-chlorobromobenzene). Product: BrC1=C(C(=CC=C1)Cl)CC(C)O (1-(2-Bromo-6-chlorophenyl)propan-2-ol). Conditions: temperature -78 celsius, time 1 hour. Procedure: To a solution of LDA (6 mL, 12 mmol) in THF (10 mL) was added 3-chlorobromobenzene (1.91 g, 10.0 mmol) in THF (5 mL) at −78° C. under nitrogen, the resulting mixture was stirred at −78° C. for 1 h, then a solution of propylene oxide (1.7 g, 30 mmol) in THF (5 mL) was added. The mixture was slowly warmed to rt. The mixture was quenched with sat. aq NH4Cl (10 mL), then extracted with EtOAc (50 mL). The organic phase was washed with brine (10 mL) and dried over anhydrous sodium sulfate. The crude m... The solvent is C1CCOC1 (THF), C1CCOC1 (THF), C1CCOC1 (THF). Reaction SMILES: [Li+].CC([N-]C(C)C)C.[Cl:9][C:10]1[CH:11]=[C:12]([Br:16])[CH:13]=[CH:14][CH:15]=1.[CH2:17]1[O:20][CH:18]1[CH3:19]>C1COCC1>[Br:16][C:12]1[CH:13]=[CH:14][CH:15]=[C:10]([Cl:9])[C:11]=1[CH2:17][CH:18]([OH:20])[CH3:19] |f:0.1|. The reactants are NC1=C(C(=CC=C1)Br)NCCO (2-[(2-Amino-6-bromophenyl)amino]ethanol), C(=O)O (formic acid), Cl (hydrochloric acid). Yields the product BrC1=CC=CC2=C1N(C=N2)CCO (2-(7-bromo-1H-benzimidazol-1-yl)ethanol). Reaction SMILES: [NH2:1][C:2]1[CH:7]=[CH:6][CH:5]=[C:4]([Br:8])[C:3]=1[NH:9][CH2:10][CH2:11][OH:12].Cl.[CH:14](O)=O>>[Br:8][C:4]1[C:3]2[N:9]([CH2:10][CH2:11][OH:12])[CH:14]=[N:1][C:2]=2[CH:7]=[CH:6][CH:5]=1. Reported procedure: 2-[(2-Amino-6-bromophenyl)amino]ethanol (0.14 g, 0.54 mmol) was dissolved in formic acid (3 mL) and irradiated in microwave oven at 135° C. for 2 h. The mixture was cooled and treated with 37% hydrochloric acid (1 mL) at 50° C. for 0.5 h. The volatiles were removed under reduced pressure. The residue was partitioned between ethyl acetate and to saturated aqueous sodium bicarbonate. The organic phase was washed with water and brine, dried over sodium sulfate and concentrated to yield 2-(7-bromo-1... The reactants are C(C)(=O)SCC=1C=NC2=CC=CC=C2C1.Cl.ClCC=1C=NC2=CC=CC=C2C1 (3-Acetylthiomethylquinoline 3-Chloromethylquinoline hydrochloride), C(C)(=S)[O-].[K+] (potassium thioacetate). Solvent: CC(=O)C (acetone). Run at time 8 hour. The product is C(C)(=O)SCC=1C=NC2=CC=CC=C2C1 (3-Acetylthiomethylquinoline). Yield: 160.4%. As a reaction SMILES: [C:1]([S:4][CH2:5][C:6]1[CH:7]=[N:8][C:9]2[C:14]([CH:15]=1)=[CH:13][CH:12]=[CH:11][CH:10]=2)(=[O:3])[CH3:2].Cl.ClCC1C=NC2C(C=1)=CC=CC=2.C([O-])(=S)C.[K+]>CC(C)=O>[C:1]([S:4][CH2:5][C:6]1[CH:7]=[N:8][C:9]2[C:14]([CH:15]=1)=[CH:13][CH:12]=[CH:11][CH:10]=2)(=[O:3])[CH3:2] |f:0.1.2,3.4|. Procedure: 3-Acetylthiomethylquinoline—3-Chloromethylquinoline hydrochloride (5.2 g) was taken up in acetone (100 ml) followed by the addition of potassium thioacetate (1.8 g) and allowed to stir at rt overnight. The reaction mixture was absorbed onto silica gel and chromatographed (silica gel, step gradient 0–50% ether/petroleum ether) to give the title compound as an orange solid (4.2 g). 1H NMR δ(DMSO-d6): 8.85 (1H, d, J=2 Hz), 8.25(1H, d, J=2 Hz), 8.01(1H, d, J=8.4 Hz), 7.95 (1H, d, J=8.4 Hz), 7.74 (1H... Reactants: BrC=1C=C(C(=O)NC=2SC3=C(N2)C(=CC=C3N3CCOCC3)OC)C=CN1 (2-bromo-N-(4-methoxy-7-morpholin-4-yl-benzothiazol-2-yl)-isonicotinamide), C(C)[S-].[Na+] (sodium ethanethiolate). Solvent: CN(C)C=O (DMF), O1CCOCC1 (dioxane). Reported procedure: From 2-bromo-N-(4-methoxy-7-morpholin-4-yl-benzothiazol-2-yl)-isonicotinamide with sodium ethanethiolate in dioxane and DMF. ES-MS m/e (%): 431 (M+H+, 100). The product is C(C)SC=1C=C(C(=O)NC=2SC3=C(N2)C(=CC=C3N3CCOCC3)OC)C=CN1 (2-Ethylsulfanyl-N-(4-methoxy-7-morpholin-4-yl-benzothiazol-2-yl)-isonicotinamide). As a reaction SMILES: Br[C:2]1[CH:3]=[C:4]([CH:25]=[CH:26][N:27]=1)[C:5]([NH:7][C:8]1[S:9][C:10]2[C:16]([N:17]3[CH2:22][CH2:21][O:20][CH2:19][CH2:18]3)=[CH:15][CH:14]=[C:13]([O:23][CH3:24])[C:11]=2[N:12]=1)=[O:6].[CH2:28]([S-:30])[CH3:29].[Na+]>O1CCOCC1.CN(C=O)C>[CH2:28]([S:30][C:2]1[CH:3]=[C:4]([CH:25]=[CH:26][N:27]=1)[C:5]([NH:7][C:8]1[S:9][C:10]2[C:16]([N:17]3[CH2:22][CH2:21][O:20][CH2:19][CH2:18]3)=[CH:15][CH:14]=[C:13]([O:23][CH3:24])[C:11]=2[N:12]=1)=[O:6])[CH3:29] |f:1.2|.